Dataset: the Open Reaction Database (ORD), a public repository of structured organic reaction records. Task: describe an organic reaction: reactants, conditions, products, and yield Reactants: CO, COc1ccc2c(c1)C(=CCNC(C)=O)CC2. Product: COc1ccc2c(c1)C(CCNC(C)=O)CC2. RXN SMILES: [CH3:18][OH:19].[CH3:1][O:2][c:3]1[cH:4][cH:5][c:6]2[c:10]([cH:11]1)[C:9](=[CH:12][CH2:13][NH:14][C:15]([CH3:16])=[O:17])[CH2:8][CH2:7]2>>[CH3:1][O:2][c:3]1[cH:4][cH:5][c:6]2[c:10]([cH:11]1)[CH:9]([CH2:12][CH2:13][NH:14][C:15]([CH3:16])=[O:17])[CH2:8][CH2:7]2. Reactants: BrC=1C=C(C(=NC1)NC(N)=S)OC1=CC=CC=C1 (5-bromo-3-(phenoxypyridin-2-yl)thiourea), BrCC(CC1C(N(CC1)C)=O)=O (3-(3-bromo-2-oxopropyl)-1-methylpyrrolidin-2-one). Product: BrC=1C=C(C(=NC1)NC=1SC=C(N1)CC1C(N(CC1)C)=O)OC1=CC=CC=C1 (3-((2-(5-bromo-3-phenoxypyridin-2-ylamino)thiazol-4-yl)methyl)-1-methylpyrrolidin-2-one). RXN SMILES: [Br:1][C:2]1[CH:3]=[C:4]([O:12][C:13]2[CH:18]=[CH:17][CH:16]=[CH:15][CH:14]=2)[C:5]([NH:8][C:9](=[S:11])[NH2:10])=[N:6][CH:7]=1.Br[CH2:20][C:21](=O)[CH2:22][CH:23]1[CH2:27][CH2:26][N:25]([CH3:28])[C:24]1=[O:29]>>[Br:1][C:2]1[CH:3]=[C:4]([O:12][C:13]2[CH:14]=[CH:15][CH:16]=[CH:17][CH:18]=2)[C:5]([NH:8][C:9]2[S:11][CH:20]=[C:21]([CH2:22][CH:23]3[CH2:27][CH2:26][N:25]([CH3:28])[C:24]3=[O:29])[N:10]=2)=[N:6][CH:7]=1. Procedure details: Prepared according to the method of Example 391, Step C, from 1-(5-bromo-3-(phenoxypyridin-2-yl)thiourea and 3-(3-bromo-2-oxopropyl)-1-methylpyrrolidin-2-one. 1H NMR (DMSO-d6 δ 1.60-1.72 (m, 1H), 2.08-2.14 (m, 1H), 2.51-2.58 (m, 1H), 2.68-2.78 (m, 5H), 3.02 (d, 1H), 3.21-3.29 (m, 2H), 6.80 (s, 1H), 7.13-7.47 (m, 6H), 8.25 (s, 1H). Reactants: BrC=1C=NC=C(C1)Br (3,5-dibromopyridine), COCCOC (1,2-dimethoxyethane), C([O-])([O-])=O.[Na+].[Na+] (sodium carbonate), CN1C(CC2=CC(=CC=C12)B1OC(C(O1)(C)C)(C)C)=O (1-methyl-5-(4,4,5,5-tetramethyl-[1,3,2]dioxaborolan-2-yl)-1,3-dihydro-indol-2-one), polystyrene triphenylphosphine palladium (0), PPh3 Pd(0). Reagents/catalysts: C=1C=CC(=CC1)[P](C=2C=CC=CC2)(C=3C=CC=CC3)[Pd]([P](C=4C=CC=CC4)(C=5C=CC=CC5)C=6C=CC=CC6)([P](C=7C=CC=CC7)(C=8C=CC=CC8)C=9C=CC=CC9)[P](C=1C=CC=CC1)(C=1C=CC=CC1)C=1C=CC=CC1 (tetrakis(triphenylphosphine)palladium(0)). Run in ClCCl (dichloromethane). Conditions: temperature 120 celsius. Yields the product BrC=1C=C(C=NC1)C=1C=C2CC(N(C2=CC1)C)=O (5-(5-bromo-pyridin-3-yl)-1-methyl-1,3-dihydro-indol-2-one). As a reaction SMILES: [CH3:1][N:2]1[C:10]2[C:5](=[CH:6][C:7](B3OC(C)(C)C(C)(C)O3)=[CH:8][CH:9]=2)[CH2:4][C:3]1=[O:20].[Br:21][C:22]1[CH:23]=[N:24][CH:25]=[C:26](Br)[CH:27]=1.COCCOC.C(=O)([O-])[O-].[Na+].[Na+]>ClCCl.C1C=CC([P]([Pd]([P](C2C=CC=CC=2)(C2C=CC=CC=2)C2C=CC=CC=2)([P](C2C=CC=CC=2)(C2C=CC=CC=2)C2C=CC=CC=2)[P](C2C=CC=CC=2)(C2C=CC=CC=2)C2C=CC=CC=2)(C2C=CC=CC=2)C2C=CC=CC=2)=CC=1>[Br:21][C:22]1[CH:27]=[C:26]([C:7]2[CH:6]=[C:5]3[C:10](=[CH:9][CH:8]=2)[N:2]([CH3:1])[C:3](=[O:20])[CH2:4]3)[CH:25]=[N:24][CH:23]=1 |f:3.4.5,^1:47,49,68,87|. Reported procedure: To 1-methyl-5-(4,4,5,5-tetramethyl-[1,3,2]dioxaborolan-2-yl)-1,3-dihydro-indol-2-one (1.0 g, 3.66 mmol), prepared as described in Example 3a, was added 3,5-dibromopyridine (2.6 g, 11 mmol), 1,2-dimethoxyethane (10.0 mL), and 2 M aqueous sodium carbonate (4.00 mL, 8.0 mmol). The reaction mixture was degassed and placed under an argon atmosphere, at, which time resin bound tetrakis(triphenylphosphine)palladium(0), specifically polystyrene triphenylphosphine palladium (0) [PS—PPh3-Pd(0) (Biotage), ... Starting materials: CCOC(=O)C(=NOC)C(C)=O, OCCO, Cc1ccc(S(=O)(=O)O)cc1, c1ccccc1. The product is CCOC(=O)C(=NOC)C1(C)OCCO1. RXN SMILES: [CH3:1][O:2][N:3]=[C:4]([C:5](=[O:6])[O:7][CH2:8][CH3:9])[C:10]([CH3:11])=[O:12].[OH:13][CH2:14][CH2:15][OH:16].[c:17]1([CH3:18])[cH:19][cH:20][c:21]([S:22]([OH:23])(=[O:24])=[O:25])[cH:26][cH:27]1.[cH:28]1[cH:29][cH:30][cH:31][cH:32][cH:33]1>>[CH3:1][O:2][N:3]=[C:4]([C:5](=[O:6])[O:7][CH2:8][CH3:9])[C:10]1([CH3:11])[O:12][CH2:15][CH2:14][O:13]1. Starting materials: O=[N+]([O-])c1cc(C(O)CBr)ccc1OCc1ccccc1, C1CCOC1, CC(=O)OC(C)=O, Cc1ccccc1, O=CO. The product is O=CNc1cc(C(O)CBr)ccc1OCc1ccccc1. Reaction SMILES: [CH2:1]([c:2]1[cH:3][cH:4][cH:5][cH:6][cH:7]1)[O:8][c:9]1[c:10]([N+:19]([O-:20])=[O:21])[cH:11][c:12]([CH:15]([CH2:16][Br:17])[OH:18])[cH:13][cH:14]1.[CH2:32]1[O:33][CH2:34][CH2:35][CH2:36]1.[CH3:25][C:26]([O:27][C:28](=[O:29])[CH3:30])=[O:31].[CH3:37][c:38]1[cH:39][cH:40][cH:41][cH:42][cH:43]1.[CH:22](=[O:23])[OH:24]>>[CH2:1]([c:2]1[cH:3][cH:4][cH:5][cH:6][cH:7]1)[O:8][c:9]1[c:10]([NH:19][CH:22]=[O:23])[cH:11][c:12]([CH:15]([CH2:16][Br:17])[OH:18])[cH:13][cH:14]1.